Dataset: the Open Reaction Database (ORD), a public repository of structured organic reaction records. Task: describe an organic reaction: reactants, conditions, products, and yield Reactants: BrCCN1N=C2CCC3=C(C2=C1)SC=1C3=C(N=CN1)NC1=CC(=C(C=C1)F)Cl (2-(2-bromoethyl)-N-(3-chloro-4-fluorophenyl)-4,5-dihydro-2H-pyrimido[5′,4′:4,5]thieno[2,3-e]indazol-6-amine), C([O-])([O-])=O.[Na+].[Na+] (sodium carbonate), CN1CCNCC1 (1-methyl-piperazine), [I-].[Na+] (sodium iodide). Run in CN(C)C=O (DMF). Reaction conditions: temperature 60 celsius, time 4 hour. Product: ClC=1C=C(C=CC1F)NC=1N=CN=C2C1C1=C(C3=CN(N=C3CC1)CCN1CCN(CC1)C)S2 (N-(3-chloro-4-fluorophenyl)-2-[2-(4-methylpiperazin-1-yl)ethyl]-4,5-dihydro-2H-pyrimido[5′,4′:4,5]thieno[2,3-e]indazol-6-amine). Isolated yield 66.3%. As a reaction SMILES: Br[CH2:2][CH2:3][N:4]1[CH:12]=[C:11]2[C:6]([CH2:7][CH2:8][C:9]3[C:15]4=[C:16]([NH:20][C:21]5[CH:26]=[CH:25][C:24]([F:27])=[C:23]([Cl:28])[CH:22]=5)[N:17]=[CH:18][N:19]=[C:14]4[S:13][C:10]=32)=[N:5]1.[CH3:29][N:30]1[CH2:35][CH2:34][NH:33][CH2:32][CH2:31]1.[I-].[Na+].C(=O)([O-])[O-].[Na+].[Na+]>CN(C=O)C>[Cl:28][C:23]1[CH:22]=[C:21]([NH:20][C:16]2[N:17]=[CH:18][N:19]=[C:14]3[S:13][C:10]4[C:11]5[C:6]([CH2:7][CH2:8][C:9]=4[C:15]=23)=[N:5][N:4]([CH2:3][CH2:2][N:33]2[CH2:34][CH2:35][N:30]([CH3:29])[CH2:31][CH2:32]2)[CH:12]=5)[CH:26]=[CH:25][C:24]=1[F:27] |f:2.3,4.5.6|. Procedure: To a stirring solution of 2-(2-bromoethyl)-N-(3-chloro-4-fluorophenyl)-4,5-dihydro-2H-pyrimido[5′,4′:4,5]thieno[2,3-e]indazol-6-amine (100 mg, 0.2 mmol) in DMF solution (5 mL) were sequentially added 1-methyl-piperazine (0.03 mL, 0.31 mmol), sodium iodide (31.3 mg, 0.21 mmol), and sodium carbonate (44.3 mg, 0.42 mmol). The mixture was stirred at 60° C. for 4 h, after which time the contents were allowed to cool to rt and the solvent then removed under reduced pressure. The crude product was puri...